From a dataset of the Open Reaction Database (ORD), a public repository of structured organic reaction records. describe an organic reaction: reactants, conditions, products, and yield Reported procedure: To a solution of 5-acetyl-6-methyl-2-mercapto-1H-benzimidazole (0.14 g, 0.66 mmol) in methanol (2 ml) aqueous NaOH (0.25 ml 5M, 1.25 mmol) and 3,4-ethylendioxy-2-chloromethyl pyridine hydrochloride (0.13 g, 0.60 mmol) dissolved in methanol (2 ml) were added in the given order. The mixture was refluxed for one hour whereupon the solution was evaporated. The residue was partitioned between methylene chloride and water. After separation the organic solution was dried over Na2SO4 and evaporated givi... The reactants are C(C)(=O)C1=CC2=C(NC(=N2)S)C=C1C (5-acetyl-6-methyl-2-mercapto-1H-benzimidazole), Cl.C1OC=2C(=NC=CC2OC1)CCl (3,4-ethylendioxy-2-chloromethyl pyridine hydrochloride). Run in CO (methanol), CO (methanol). Yield: 79.7%. Reaction SMILES: [C:1]([C:4]1[C:13]([CH3:14])=[CH:12][C:7]2[NH:8][C:9]([SH:11])=[N:10][C:6]=2[CH:5]=1)(=[O:3])[CH3:2].Cl.[CH2:16]1[CH2:25][O:24][C:23]2[CH:22]=[CH:21][N:20]=[C:19]([CH2:26]Cl)[C:18]=2[O:17]1>CO>[C:1]([C:4]1[C:13]([CH3:14])=[CH:12][C:7]2[NH:8][C:9]([S:11][CH2:26][C:19]3[C:18]4[O:17][CH2:16][CH2:25][O:24][C:23]=4[CH:22]=[CH:21][N:20]=3)=[N:10][C:6]=2[CH:5]=1)(=[O:3])[CH3:2] |f:1.2|. Yields the product C(C)(=O)C1=CC2=C(NC(=N2)SCC2=NC=CC3=C2OCCO3)C=C1C (5-Acetyl-6-methyl-2-[[(3,4-ethylendioxy-2-pyridinyl)methyl]thio]-1H-benzimidazole).